Dataset: the Open Reaction Database (ORD), a public repository of structured organic reaction records. Task: describe an organic reaction: reactants, conditions, products, and yield Reactants: Fc1cc(C2CCC(Cl)C2)c(F)cc1Br, O=C1NC(=O)c2ccccc21, CN(C)C=O, [K]. Yields the product O=C1c2ccccc2C(=O)N1C1CCC(c2cc(F)c(Br)cc2F)C1. RXN SMILES: [Br:1][c:2]1[c:3]([F:15])[cH:4][c:5]([CH:9]2[CH2:10][CH:11]([Cl:14])[CH2:12][CH2:13]2)[c:6]([F:8])[cH:7]1.[C:16]1(=[O:26])[c:17]2[c:18]([cH:22][cH:23][cH:24][cH:25]2)[C:19](=[O:21])[NH:20]1.[CH3:28][N:29]([CH3:30])[CH:31]=[O:32].[K:27]>>[Br:1][c:2]1[c:3]([F:15])[cH:4][c:5]([CH:9]2[CH2:10][CH:11]([N:20]3[C:16](=[O:26])[c:17]4[c:18]([cH:22][cH:23][cH:24][cH:25]4)[C:19]3=[O:21])[CH2:12][CH2:13]2)[c:6]([F:8])[cH:7]1. Conditions: temperature 70 celsius, time 16 hour. Solvent: CN(C)C=O (DMF), CN(C)C=O (dmf), CN(C)C=O (DMF). Reactants: CC(Cl)c1cccnc1, Cn1c(=O)c2ccc(C(=O)O)nc2n(C)c1=O. The reagents and catalysts are O=C([O-])[O-].[Cs+].[Cs+] (cesium carbonate), [I-].[K+] (potassium iodide). Product: CC(OC(=O)c1ccc2c(=O)n(C)c(=O)n(C)c2n1)c1cccnc1. Reactants: FC1=C(C(=O)Cl)C(=CC=C1)F (2,6-difluorobenzoyl chloride), N1=CC=CC=C1 (pyridine), BrC1=NC=C(C=C1)N (2-bromo-5-aminopyridine). Run in C(Cl)Cl (DCM). Run at temperature 0 celsius, time 30 minute. Product: BrC1=CC=C(C=N1)NC(C1=C(C=CC=C1F)F)=O (N-(6-Bromopyridin-3-yl)-2,6-difluorobenzamide). RXN SMILES: [Br:1][C:2]1[CH:7]=[CH:6][C:5]([NH2:8])=[CH:4][N:3]=1.[F:9][C:10]1[CH:18]=[CH:17][CH:16]=[C:15]([F:19])[C:11]=1[C:12](Cl)=[O:13].N1C=CC=CC=1>C(Cl)Cl>[Br:1][C:2]1[N:3]=[CH:4][C:5]([NH:8][C:12](=[O:13])[C:11]2[C:10]([F:9])=[CH:18][CH:17]=[CH:16][C:15]=2[F:19])=[CH:6][CH:7]=1. Procedure details: To a (0° C.) cooled and stirred solution of 2-bromo-5-aminopyridine (2.0 g, 11.56 mmol, 1.0 eq) in DCM (25 mL) was added sequentially 2,6-difluorobenzoyl chloride (1.44 mL, 11.56 mmol, 1.0 eq) and pyridine (1.19 mL, 13.87 mmol, 1.2 eq). The resulting mixture was allowed to warm to room temperature and then stirred at the same temperature for 30 min. Reactants: COc1cc(C)c(C(O)c2c(OC)ncc(Br)c2Cl)c(OC)c1OC, Cc1ccccc1. Product: COc1cc(C)c(C(=O)c2c(OC)ncc(Br)c2Cl)c(OC)c1OC. Reaction SMILES: [CH3:1][O:2][c:3]1[c:4]([CH:14]([OH:15])[c:16]2[c:17]([O:24][CH3:25])[n:18][cH:19][c:20]([Br:23])[c:21]2[Cl:22])[c:5]([CH3:13])[cH:6][c:7]([O:11][CH3:12])[c:8]1[O:9][CH3:10].[CH3:26][c:27]1[cH:28][cH:29][cH:30][cH:31][cH:32]1>>[CH3:1][O:2][c:3]1[c:4]([C:14](=[O:15])[c:16]2[c:17]([O:24][CH3:25])[n:18][cH:19][c:20]([Br:23])[c:21]2[Cl:22])[c:5]([CH3:13])[cH:6][c:7]([O:11][CH3:12])[c:8]1[O:9][CH3:10]. Starting materials: [Na] (sodium), ClC1=CC=C(C=C1)N=C=O (4-chlorophenyl isocyanate), CC(=O)C (acetone), Cl.C(CCCCCCC)(=N)N (octanamidine hydrochloride). The solvent is C1=CC=CC=C1 (benzene). The product is ClC1=CC=C(C=C1)NC(=O)NC(CCCCCCC)=N (1-(4-Chlorophenyl)-3-(octanimidoyl)urea). Reaction SMILES: [Na].CC(C)=O.Cl.[C:7]([NH2:16])(=[NH:15])[CH2:8][CH2:9][CH2:10][CH2:11][CH2:12][CH2:13][CH3:14].[Cl:17][C:18]1[CH:23]=[CH:22][C:21]([N:24]=[C:25]=[O:26])=[CH:20][CH:19]=1>C1C=CC=CC=1>[Cl:17][C:18]1[CH:23]=[CH:22][C:21]([NH:24][C:25]([NH:15][C:7](=[NH:16])[CH2:8][CH2:9][CH2:10][CH2:11][CH2:12][CH2:13][CH3:14])=[O:26])=[CH:20][CH:19]=1 |f:2.3,^1:0|. Procedure details: Following a procedure similar to that described in Example 1 but using 2.2 g. sodium in 200 ml. dry acetone, 17.8 g. octanamidine hydrochloride, and 15.3 g. 4-chlorophenyl isocyanate in 100 ml. benzene, there was obtained after recrystallization from acetonitrile 19.7 g. of the hydrochloride of 1-(4-chlorophenyl)-3-(octanimidoyl)urea; m.p. 156°-165°C.